This data is from the Open Reaction Database (ORD), a public repository of structured organic reaction records. The task is: describe an organic reaction: reactants, conditions, products, and yield The reactants are C1CCOC1, CON(C)C(=O)C1CCCN(C(=O)OC(C)(C)C)C1. Yields the product CC(=O)C1CCCN(C(=O)OC(C)(C)C)C1. As a reaction SMILES: [CH2:20]1[O:21][CH2:22][CH2:23][CH2:24]1.[CH3:1][O:2][N:3]([C:4](=[O:5])[CH:6]1[CH2:7][N:8]([C:12](=[O:13])[O:14][C:15]([CH3:16])([CH3:17])[CH3:18])[CH2:9][CH2:10][CH2:11]1)[CH3:19]>>[C:4](=[O:5])([CH:6]1[CH2:7][N:8]([C:12](=[O:13])[O:14][C:15]([CH3:16])([CH3:17])[CH3:18])[CH2:9][CH2:10][CH2:11]1)[CH3:20]. Reactants: CN(C(=O)CC(COC=1C=C2CCC(NC2=CC1)=O)C)C1C(CCCC1)C (6-{3-[N-methyl-N-(2-methylcyclohexyl)-aminocarbonyl]-2-methylpropoxy}-3,4-dihydrocarbostyril), C(#N)C1=C(C(=O)C(=C(C1=O)Cl)Cl)C#N (DDQ). Solvent: O1CCOCC1 (dioxane). The product is CN(C(=O)CC(COC=1C=C2C=CC(NC2=CC1)=O)C)C1C(CCCC1)C (6-{3-[N-methyl-N-(2-methylcyclohexyl)aminocarbonyl]-2-methylpropoxy}carbostyril). Yield: 36.6%. Reaction SMILES: [CH3:1][N:2]([CH:21]1[CH2:26][CH2:25][CH2:24][CH2:23][CH:22]1[CH3:27])[C:3]([CH2:5][CH:6]([CH3:20])[CH2:7][O:8][C:9]1[CH:10]=[C:11]2[C:16](=[CH:17][CH:18]=1)[NH:15][C:14](=[O:19])[CH2:13][CH2:12]2)=[O:4].C(C1C(=O)C(Cl)=C(Cl)C(=O)C=1C#N)#N>O1CCOCC1>[CH3:1][N:2]([CH:21]1[CH2:26][CH2:25][CH2:24][CH2:23][CH:22]1[CH3:27])[C:3]([CH2:5][CH:6]([CH3:20])[CH2:7][O:8][C:9]1[CH:10]=[C:11]2[C:16](=[CH:17][CH:18]=1)[NH:15][C:14](=[O:19])[CH:13]=[CH:12]2)=[O:4]. Procedure details: 3.3 g of 6-{3-[N-methyl-N-(2-methylcyclohexyl)-aminocarbonyl]-2-methylpropoxy}-3,4-dihydrocarbostyril and 3.4 g of 90% DDQ are added to 100 ml of dioxane and this mixture is refluxed for 9.5 hours and then cooled. After the reaction, the solvent is distilled off and the obtained residue is dissolved in chloroform and the organic layer is washed with aqueous saturated NaHCO3 solution, and with water, dried with anhydrous Na2SO4 and then treated with an active charcoal treatment. After distilling ... Starting materials: CO, Cc1cccnc1Cl, Cl, C(=Cc1nc2ccccc2n1-c1ccccn1)c1ccccc1. Yields the product Cl, Cc1cccnc1-n1c(C=Cc2ccccc2)nc2ccccc21. As a reaction SMILES: [CH3:33][OH:34].[Cl:1][c:2]1[n:3][cH:4][cH:5][cH:6][c:7]1[CH3:8].[ClH:32].[n:9]1[cH:10][cH:11][cH:12][cH:13][c:14]1-[n:15]1[c:16]([CH:24]=[CH:25][c:26]2[cH:27][cH:28][cH:29][cH:30][cH:31]2)[n:17][c:18]2[c:19]1[cH:20][cH:21][cH:22][cH:23]2>>[ClH:1].[c:2]1(-[n:15]2[c:16]([CH:24]=[CH:25][c:26]3[cH:27][cH:28][cH:29][cH:30][cH:31]3)[n:17][c:18]3[c:19]2[cH:20][cH:21][cH:22][cH:23]3)[n:3][cH:4][cH:5][cH:6][c:7]1[CH3:8]. Reactants: [BH3-]C#N, CC(=O)O, CO, O=Cc1cc2ccccc2nc1N1CCN(CC2CCCCC2)CC1, NCc1cc(C(F)(F)F)cc(C(F)(F)F)c1, [Na+]. Product: FC(F)(F)c1cc(CNCc2cc3ccccc3nc2N2CCN(CC3CCCCC3)CC2)cc(C(F)(F)F)c1. Reaction SMILES: [C:46]([BH3-:47])#[N:48].[CH3:42][C:43](=[O:44])[OH:45].[CH3:50][OH:51].[CH:17]1([CH2:23][N:24]2[CH2:25][CH2:26][N:27]([c:30]3[n:31][c:32]4[cH:33][cH:34][cH:35][cH:36][c:37]4[cH:38][c:39]3[CH:40]=[O:41])[CH2:28][CH2:29]2)[CH2:18][CH2:19][CH2:20][CH2:21][CH2:22]1.[F:1][C:2]([c:3]1[cH:4][c:5]([CH2:6][NH2:7])[cH:8][c:9]([C:11]([F:12])([F:13])[F:14])[cH:10]1)([F:15])[F:16].[Na+:49]>>[F:1][C:2]([c:3]1[cH:4][c:5]([CH2:6][NH:7][CH2:40][c:39]2[c:30]([N:27]3[CH2:26][CH2:25][N:24]([CH2:23][CH:17]4[CH2:18][CH2:19][CH2:20][CH2:21][CH2:22]4)[CH2:29][CH2:28]3)[n:31][c:32]3[cH:33][cH:34][cH:35][cH:36][c:37]3[cH:38]2)[cH:8][c:9]([C:11]([F:12])([F:13])[F:14])[cH:10]1)([F:15])[F:16]. Reactants: CCOC(=O)c1csc(-c2ccc([NH3+])cc2)n1, COC(=O)c1ccc(Br)cn1, [Cl-]. Yields the product COC(=O)c1ccc(-c2ccc([NH3+])cc2)cn1, [Cl-]. As a reaction SMILES: [CH2:13]([O:14][C:15]([c:16]1[n:17][c:18](-[c:23]2[cH:24][cH:25][c:26]([NH3+:29])[cH:27][cH:28]2)[s:19][cH:20]1)=[O:21])[CH3:22].[CH3:1][O:2][C:3](=[O:4])[c:5]1[n:6][cH:7][c:8]([Br:11])[cH:9][cH:10]1.[Cl-:12]>>[CH3:1][O:2][C:3](=[O:4])[c:5]1[n:6][cH:7][c:8](-[c:23]2[cH:24][cH:25][c:26]([NH3+:29])[cH:27][cH:28]2)[cH:9][cH:10]1.[Cl-:12]. The reactants are CC(N)C(=O)O, Cc1ccccc1, CC(C)(C)CCO, ClC(Cl)Cl, Cl, Cc1ccc(S(=O)(=O)[O-])cc1. The product is CC(N)C(=O)OCCC(C)(C)C, Cl. As a reaction SMILES: [CH3:1][CH:2]([NH2:3])[C:4]([OH:5])=[O:6].[CH3:30][c:31]1[cH:32][cH:33][cH:34][cH:35][cH:36]1.[CH3:7][C:8]([CH2:9][CH2:10][OH:11])([CH3:12])[CH3:13].[Cl:26][CH:27]([Cl:28])[Cl:29].[ClH:14].[c:15]1([CH3:16])[cH:17][cH:18][c:19]([S:20]([O-:21])(=[O:22])=[O:23])[cH:24][cH:25]1>>[CH3:1][CH:2]([NH2:3])[C:4](=[O:5])[O:6][CH2:10][CH2:9][C:8]([CH3:7])([CH3:12])[CH3:13].[ClH:14]. Starting materials: CNCC1=CC=C(C=C1)C=1N(C=CN1)C (N-methyl-1-[4-(1-methyl-1H-imidazol-2-yl)phenyl]methanamine), CCN=C=NCCCN(C)C (EDCI), C=1C=CC2=C(C1)N=NN2O (HOBt), COC1=CC(=C(C(=C1)C)S(=O)(=O)N(C)CC1=CC(=CO1)C(=O)O)C (5-({[(4-Methoxy-2,6-dimethylphenyl)sulfonyl](methyl)amino}methyl)furan-3-carboxylic acid). Solvent: CN(C)C=O (DMF), CCOC(=O)C (EtOAc), CN(C)C=O (DMF). Conditions: time 60 minute. Yields the product COC1=CC(=C(C(=C1)C)S(=O)(=O)N(C)CC1=CC(=CO1)C(=O)N(CC1=CC=C(C=C1)C=1N(C=CN1)C)C)C (5-({[(4-methoxy-2,6-dimethylphenyl)sulfonyl](methyl)amino}methyl)-N-methyl-N-[4-(1-methyl-1H-imidazol-2-yl)benzyl]furan-3-carboxamide). RXN SMILES: [CH3:1][O:2][C:3]1[CH:8]=[C:7]([CH3:9])[C:6]([S:10]([N:13]([CH2:15][C:16]2[O:20][CH:19]=[C:18]([C:21](O)=[O:22])[CH:17]=2)[CH3:14])(=[O:12])=[O:11])=[C:5]([CH3:24])[CH:4]=1.CCN=C=NCCCN(C)C.C1C=CC2N(O)N=NC=2C=1.[CH3:46][NH:47][CH2:48][C:49]1[CH:54]=[CH:53][C:52]([C:55]2[N:56]([CH3:60])[CH:57]=[CH:58][N:59]=2)=[CH:51][CH:50]=1>CN(C=O)C.CCOC(C)=O>[CH3:1][O:2][C:3]1[CH:8]=[C:7]([CH3:9])[C:6]([S:10]([N:13]([CH2:15][C:16]2[O:20][CH:19]=[C:18]([C:21]([N:47]([CH3:46])[CH2:48][C:49]3[CH:50]=[CH:51][C:52]([C:55]4[N:56]([CH3:60])[CH:57]=[CH:58][N:59]=4)=[CH:53][CH:54]=3)=[O:22])[CH:17]=2)[CH3:14])(=[O:12])=[O:11])=[C:5]([CH3:24])[CH:4]=1. Procedure details: 5-({[(4-Methoxy-2,6-dimethylphenyl)sulfonyl](methyl)amino}methyl)furan-3-carboxylic acid (50 mg, 0.14 mmol) was dissolved in DMF (3 mL) and EDCI (32 mg, 0.17 mmol) and HOBt (23 mg, 0.17 mmol) were added. The resulting solution was stirred for 60 min prior to the addition of N-methyl-1-[4-(1-methyl-1H-imidazol-2-yl)phenyl]methanamine (31 mg, 0.17 mmol) dissolved in DMF (2 mL) and stirred at ambient temperature for 18 h. The reaction was diluted with EtOAc (20 mL) and washed with water, saturated ... Procedure: 27.4 g of isopropyl 2-chloro-4-fluoro-5-ureidobenzoate and 13.0 g of methyl 3-methoxy-2-methyl-acrylate are heated under reflux for 2 hours in 250 ml of benzene with 1.9 g of toluene-4-sulphonic acid monohydrate. The reaction mixture is evaporated to dryness under reduced pressure and the residue is stirred with 400 ml of diethyl ether. The insoluble material is filtered off under suction and the filtrate is evaporated to dryness under reduced pressure. The residue is purified by chromatography ... Reactants: O.C1(=CC=C(C=C1)S(=O)(=O)O)C (toluene-4-sulphonic acid monohydrate), ClC1=C(C(=O)OC(C)C)C=C(C(=C1)F)NC(=O)N (isopropyl 2-chloro-4-fluoro-5-ureidobenzoate), COC=C(C(=O)OC)C (methyl 3-methoxy-2-methyl-acrylate). As a reaction SMILES: [Cl:1][C:2]1[CH:13]=[C:12]([F:14])[C:11]([NH:15][C:16]([NH2:18])=[O:17])=[CH:10][C:3]=1[C:4]([O:6][CH:7]([CH3:9])[CH3:8])=[O:5].CO[CH:21]=[C:22]([CH3:27])[C:23]([O:25][CH3:26])=[O:24].O.C1(C)C=CC(S(O)(=O)=O)=CC=1>C1C=CC=CC=1>[Cl:1][C:2]1[CH:13]=[C:12]([F:14])[C:11]([NH:15][C:16]([NH:18][CH:21]=[C:22]([C:23]([O:25][CH3:26])=[O:24])[CH3:27])=[O:17])=[CH:10][C:3]=1[C:4]([O:6][CH:7]([CH3:9])[CH3:8])=[O:5] |f:2.3|. Yields the product ClC1=C(C(=O)OC(C)C)C=C(C(=C1)F)NC(=O)NC=C(C)C(=O)OC (isopropyl 2-chloro-4-fluoro-5-{3-[2-(methoxycarbonyl)propenyl]ureido}-benzoate). Run in C1=CC=CC=C1 (benzene). Starting materials: CCC(=O)CBr, CC(C)(C)OC(=O)NC(Cc1ccccc1)c1nc(-c2ccccc2)c[nH]1, CN(C)C=O. Yields the product CCC(=O)Cn1cc(-c2ccccc2)nc1C(Cc1ccccc1)NC(=O)OC(C)(C)C. As a reaction SMILES: [Br:28][CH2:29][C:30]([CH2:31][CH3:32])=[O:33].[CH3:1][C:2]([CH3:3])([O:4][C:5](=[O:6])[NH:7][CH:8]([CH2:9][c:10]1[cH:11][cH:12][cH:13][cH:14][cH:15]1)[c:16]1[nH:17][cH:18][c:19](-[c:21]2[cH:22][cH:23][cH:24][cH:25][cH:26]2)[n:20]1)[CH3:27].[O:34]=[CH:35][N:36]([CH3:37])[CH3:38]>>[CH3:1][C:2]([CH3:3])([O:4][C:5](=[O:6])[NH:7][CH:8]([CH2:9][c:10]1[cH:11][cH:12][cH:13][cH:14][cH:15]1)[c:16]1[n:17]([CH2:29][C:30]([CH2:31][CH3:32])=[O:33])[cH:18][c:19](-[c:21]2[cH:22][cH:23][cH:24][cH:25][cH:26]2)[n:20]1)[CH3:27]. The reactants are Cl, C1COCCO1, C=Cc1ccc2nc(-c3ccccc3)cc(OC3CC(C(=O)OC)N(C(=O)OC(C)(C)C)C3)c2c1. Product: [Cl-], C=Cc1ccc2nc(-c3ccccc3)cc(OC3CNC(C(=O)OC)C3)c2c1. As a reaction SMILES: [ClH:36].[O:37]1[CH2:38][CH2:39][O:40][CH2:41][CH2:42]1.[c:1]1(-[c:7]2[n:8][c:9]3[cH:10][cH:11][c:12]([CH:34]=[CH2:35])[cH:13][c:14]3[c:15]([O:17][CH:18]3[CH2:19][CH:20]([C:30](=[O:31])[O:32][CH3:33])[N:21]([C:23]([O:24][C:25]([CH3:26])([CH3:27])[CH3:28])=[O:29])[CH2:22]3)[cH:16]2)[cH:2][cH:3][cH:4][cH:5][cH:6]1>>[Cl-:36].[c:1]1(-[c:7]2[n:8][c:9]3[cH:10][cH:11][c:12]([CH:34]=[CH2:35])[cH:13][c:14]3[c:15]([O:17][CH:18]3[CH2:19][CH:20]([C:30](=[O:31])[O:32][CH3:33])[NH:21][CH2:22]3)[cH:16]2)[cH:2][cH:3][cH:4][cH:5][cH:6]1.